Dataset: the Open Reaction Database (ORD), a public repository of structured organic reaction records. Task: describe an organic reaction: reactants, conditions, products, and yield The reactants are CCN=C=NCCCN(C)C, CN(C)c1ccncc1, ClC(Cl)Cl, CC(N)Cc1ccc(Cl)cc1Cl, Cl, O=C(O)c1nccnc1C(F)(F)F, O. Yields the product CC(Cc1ccc(Cl)cc1Cl)NC(=O)c1nccnc1C(F)(F)F. Reaction SMILES: [CH2:27]([N:28]=[C:29]=[N:30][CH2:31][CH2:32][CH2:33][N:34]([CH3:35])[CH3:36])[CH3:37].[CH3:39][N:40]([CH3:41])[c:42]1[cH:43][cH:44][n:45][cH:46][cH:47]1.[CH:48]([Cl:49])([Cl:50])[Cl:51].[Cl:14][c:15]1[c:16]([CH2:22][CH:23]([CH3:24])[NH2:25])[cH:17][cH:18][c:19]([Cl:21])[cH:20]1.[ClH:26].[F:1][C:2]([c:3]1[n:4][cH:5][cH:6][n:7][c:8]1[C:9](=[O:10])[OH:11])([F:12])[F:13].[OH2:38]>>[F:1][C:2]([c:3]1[n:4][cH:5][cH:6][n:7][c:8]1[C:9](=[O:11])[NH:25][CH:23]([CH2:22][c:16]1[c:15]([Cl:14])[cH:20][c:19]([Cl:21])[cH:18][cH:17]1)[CH3:24])([F:12])[F:13]. Reactants: ClC1=NC=C(C(=O)NC2=CC=C(C=C2)OC(F)(F)Cl)C=C1C1=CC=NN1C1OCCCC1 (6-chloro-N-(4-(chlorodifluoromethoxy)phenyl)-5-(1-(tetrahydro-2H-pyran-2-yl)-1H-pyrazol-5-yl)nicotinamide), FCCN1CCNCC1 (1-(2-fluoroethyl)piperazine). Yields the product ClC(OC1=CC=C(C=C1)NC(C1=CN=C(C(=C1)C1=CC=NN1)N1CCN(CC1)CCF)=O)(F)F (N-(4-(Chlorodifluoromethoxy)phenyl)-6-(4-(2-fluoroethyl)piperazin-1-yl)-5-(1H-pyrazol-5-yl)nicotinamide). RXN SMILES: Cl[C:2]1[C:21]([C:22]2[N:26](C3CCCCO3)[N:25]=[CH:24][CH:23]=2)=[CH:20][C:5]([C:6]([NH:8][C:9]2[CH:14]=[CH:13][C:12]([O:15][C:16]([Cl:19])([F:18])[F:17])=[CH:11][CH:10]=2)=[O:7])=[CH:4][N:3]=1.[F:33][CH2:34][CH2:35][N:36]1[CH2:41][CH2:40][NH:39][CH2:38][CH2:37]1>>[Cl:19][C:16]([F:17])([F:18])[O:15][C:12]1[CH:11]=[CH:10][C:9]([NH:8][C:6](=[O:7])[C:5]2[CH:20]=[C:21]([C:22]3[NH:26][N:25]=[CH:24][CH:23]=3)[C:2]([N:39]3[CH2:40][CH2:41][N:36]([CH2:35][CH2:34][F:33])[CH2:37][CH2:38]3)=[N:3][CH:4]=2)=[CH:14][CH:13]=1. Procedure: The title compound was prepared in an analogous fashion to that described in Example 33 using 6-chloro-N-(4-(chlorodifluoromethoxy)phenyl)-5-(1-(tetrahydro-2H-pyran-2-yl)-1H-pyrazol-5-yl)nicotinamide (Stage 48.2) and 1-(2-fluoroethyl)piperazine to afford an off-white powder. HPLC (Condition 4) tR=4.57 min, UPLC-MS (Condition 3) tR=0.82 min, m/z=492.9 [M−H]−; 1H-NMR (400 MHz, DMSO-d6) δ ppm 2.54-2.71 (m, 2H) 3.09-3.21 (m, 4H) 3.24-3.35 (m, 4H) 4.46 (t, J=4.89 Hz, 1H) 4.58 (t, J=4.89 Hz, 1H) 6.66 ... Reactants: C(C1=CC=CC=C1)OC1=C2N(C(=NC1=O)CC1(CCCC1)C1=CC=CC=C1)CCN(C2=O)C2CC2 (9-benzyloxy-2-cyclopropyl-6-(1-phenyl-cyclopentylmethyl)-3,4-dihydro-2H-pyrazino[1,2-c]pyrimidine-1,8-dione). Reagents/catalysts: [Pd] (Pd—C). Solvent: C(C)O (ethanol). Run at time 1 hour. Yields the product C1(CC1)N1C(C=2N(C(=NC(C2O)=O)CC2(CCCC2)C2=CC=CC=C2)CC1)=O (2-cyclopropyl-9-hydroxy-6-(1-phenyl-cyclopentylmethyl)-3,4-dihydro-2H-pyrazino[1,2-c]pyrimidine-1,8-dione). Isolated yield 97.1%. Reaction SMILES: C([O:8][C:9]1[C:14](=[O:15])[N:13]=[C:12]([CH2:16][C:17]2([C:22]3[CH:27]=[CH:26][CH:25]=[CH:24][CH:23]=3)[CH2:21][CH2:20][CH2:19][CH2:18]2)[N:11]2[CH2:28][CH2:29][N:30]([CH:33]3[CH2:35][CH2:34]3)[C:31](=[O:32])[C:10]=12)C1C=CC=CC=1>C(O)C.[Pd]>[CH:33]1([N:30]2[CH2:29][CH2:28][N:11]3[C:12]([CH2:16][C:17]4([C:22]5[CH:27]=[CH:26][CH:25]=[CH:24][CH:23]=5)[CH2:21][CH2:20][CH2:19][CH2:18]4)=[N:13][C:14](=[O:15])[C:9]([OH:8])=[C:10]3[C:31]2=[O:32])[CH2:34][CH2:35]1. Procedure: A solution of 9-benzyloxy-2-cyclopropyl-6-(1-phenyl-cyclopentylmethyl)-3,4-dihydro-2H-pyrazino[1,2-c]pyrimidine-1,8-dione (286) (180 mg, 0.38 mmol) in ethanol (20 mL) was degassed, Pd—C (10%) (15 mg) added and hydrogenated for 1 h. The catalyst was filtered off, washed with ethanol (3×20 mL) and dichloromethane (2×15 mL), The combined solvent was concentrated and the solid was washed with n-pentane to get pure 2-cyclopropyl-9-hydroxy-6-(1-phenyl-cyclopentylmethyl)-3,4-dihydro-2H-pyrazino[1,2-c]p... Reactants: CCOC(=O)c1c(C)[nH]c(C=O)c1CCCN(C)C, CNS(=O)(=O)c1ccc2c(c1)CC(=O)N2. Product: CCOC(=O)c1c(C)[nH]c(C=C2C(=O)Nc3ccc(S(=O)(=O)NC)cc32)c1CCCN(C)C. As a reaction SMILES: [CH2:16]([CH3:17])[O:18][C:19](=[O:20])[c:21]1[c:22]([CH3:34])[nH:23][c:24]([CH:32]=[O:33])[c:25]1[CH2:26][CH2:27][CH2:28][N:29]([CH3:30])[CH3:31].[CH3:1][NH:2][S:3](=[O:4])(=[O:5])[c:6]1[cH:7][c:8]2[c:12]([cH:13][cH:14]1)[NH:11][C:10](=[O:15])[CH2:9]2>>[CH3:1][NH:2][S:3](=[O:4])(=[O:5])[c:6]1[cH:7][c:8]2[c:12]([cH:13][cH:14]1)[NH:11][C:10](=[O:15])[C:9]2=[CH:32][c:24]1[nH:23][c:22]([CH3:34])[c:21]([C:19]([O:18][CH2:16][CH3:17])=[O:20])[c:25]1[CH2:26][CH2:27][CH2:28][N:29]([CH3:30])[CH3:31]. Starting materials: Cl.C(N)(=N)C1=CC=C(C=C1)C1=NC2=C(N1C)C=CC(=C2)C(=O)NCCC(=O)OC (2-(4-amidino-phenyl)-5-[(2-methoxycarbonyl-ethyl)-aminocarbonyl]-1-methyl-benzimidazole-hydrochloride), C(C)N(C(C)C)C(C)C (N-ethyl-diisopropylamine), ClC(=O)OC (methyl chloroformate), C(C)N(C(C)C)C(C)C (N-ethyl-diisopropylamine), ClC(=O)OC (methyl chloroformate), ClC(=O)OC (methyl chloroformate), C(C)N(C(C)C)C(C)C (N-ethyl-diisopropylamine). Run in C(Cl)Cl (methylene chloride). Run at time 0.5 hour. Product: COC(=O)NC(=N)C1=CC=C(C=C1)C1=NC2=C(N1C)C=CC(=C2)C(=O)NCCC(=O)OC (2-(4-Methoxycarbonylamidino-phenyl)-5-[(2-methoxycarbonyl-ethyl)-aminocarbonyl]-1-methyl-benzimidazole). RXN SMILES: Cl.[C:2]([C:5]1[CH:10]=[CH:9][C:8]([C:11]2[N:15]([CH3:16])[C:14]3[CH:17]=[CH:18][C:19]([C:21]([NH:23][CH2:24][CH2:25][C:26]([O:28][CH3:29])=[O:27])=[O:22])=[CH:20][C:13]=3[N:12]=2)=[CH:7][CH:6]=1)(=[NH:4])[NH2:3].C(N(C(C)C)C(C)C)C.Cl[C:40]([O:42][CH3:43])=[O:41]>C(Cl)Cl>[CH3:43][O:42][C:40]([NH:4][C:2]([C:5]1[CH:10]=[CH:9][C:8]([C:11]2[N:15]([CH3:16])[C:14]3[CH:17]=[CH:18][C:19]([C:21]([NH:23][CH2:24][CH2:25][C:26]([O:28][CH3:29])=[O:27])=[O:22])=[CH:20][C:13]=3[N:12]=2)=[CH:7][CH:6]=1)=[NH:3])=[O:41] |f:0.1|. Reported procedure: 0.26 g of 2-(4-amidino-phenyl)-5-[(2-methoxycarbonyl-ethyl)-aminocarbonyl]-1-methyl-benzimidazole-hydrochloride are suspended in 50 ml of methylene chloride and, whilst cooling with ice, 0.5 ml of N-ethyl-diisopropylamine and 0,067 ml of methyl chloroformate are added. The mixture is stirred at ambient temperature, after half an hour a further 0.5 ml of N-ethyl-diisopropylamine and 0.03 ml of methyl chloroformate are added and, after another half hour, a further 0.1 ml of N-ethyl-diisopropylamin... Reported procedure: The title compound can be prepared from intermediate 27, 3-(benzyloxy)-9,9-dimethyl-4-oxo-4,6,7,9-tetrahydropyrimido-[2,1-c][1,4]oxazine-2-carboxylic acid and intermediate 40, 2-(aminomethyl)-N-cyclopropyl-5-fluorobenzamide. LC/MS m/z 521 (M+H). Reaction SMILES: [CH2:1]([O:8][C:9]1[C:18](=[O:19])[N:17]2[C:12]([C:13]([CH3:21])([CH3:20])[O:14][CH2:15][CH2:16]2)=[N:11][C:10]=1[C:22]([OH:24])=O)[C:2]1[CH:7]=[CH:6][CH:5]=[CH:4][CH:3]=1.[NH2:25][CH2:26][C:27]1[CH:38]=[CH:37][C:36]([F:39])=[CH:35][C:28]=1[C:29]([NH:31][CH:32]1[CH2:34][CH2:33]1)=[O:30]>>[CH:32]1([NH:31][C:29]([C:28]2[CH:35]=[C:36]([F:39])[CH:37]=[CH:38][C:27]=2[CH2:26][NH:25][C:22]([C:10]2[N:11]=[C:12]3[N:17]([C:18](=[O:19])[C:9]=2[O:8][CH2:1][C:2]2[CH:7]=[CH:6][CH:5]=[CH:4][CH:3]=2)[CH2:16][CH2:15][O:14][C:13]3([CH3:20])[CH3:21])=[O:24])=[O:30])[CH2:33][CH2:34]1. The product is C1(CC1)NC(=O)C1=C(CNC(=O)C=2N=C3C(OCCN3C(C2OCC2=CC=CC=C2)=O)(C)C)C=CC(=C1)F (N-(2-(Cyclopropylcarbamoyl)-4-fluorobenzyl)-3-(benzyloxy)-9,9-dimethyl-4-oxo-4,6,7,9-tetrahydropyrimido[2,1-c][1,4]oxazine-2-carboxamide). The reactants are intermediate 27, C(C1=CC=CC=C1)OC1=C(N=C2C(OCCN2C1=O)(C)C)C(=O)O (3-(benzyloxy)-9,9-dimethyl-4-oxo-4,6,7,9-tetrahydropyrimido-[2,1-c][1,4]oxazine-2-carboxylic acid), intermediate 40, NCC1=C(C(=O)NC2CC2)C=C(C=C1)F (2-(aminomethyl)-N-cyclopropyl-5-fluorobenzamide). Starting materials: ClC(C1OC2=C(C(N1)=O)C=CC=C2)(Cl)Cl (3,4-Dihydro-2-trichloromethyl-2H-benzo[e]-[1,3]-oxazin-4-one), C(C)(=O)OC(C)=O (acetic anhydride). Solvent: O (water). Conditions: time 3 hour. The product is C(C)(=O)N1C(OC2=C(C1=O)C=CC=C2)C(Cl)(Cl)Cl (3-acetyl-3,4-dihydro-2-trichloromethyl-2H-benzo[e]-[1,3]-oxazin-4-one). As a reaction SMILES: [Cl:1][C:2]([Cl:15])([Cl:14])[CH:3]1[NH:8][C:7](=[O:9])[C:6]2[CH:10]=[CH:11][CH:12]=[CH:13][C:5]=2[O:4]1.[C:16](OC(=O)C)(=[O:18])[CH3:17]>O>[C:16]([N:8]1[C:7](=[O:9])[C:6]2[CH:10]=[CH:11][CH:12]=[CH:13][C:5]=2[O:4][CH:3]1[C:2]([Cl:1])([Cl:14])[Cl:15])(=[O:18])[CH3:17]. Procedure details: 3,4-Dihydro-2-trichloromethyl-2H-benzo[e]-[1,3]-oxazin-4-one (prepared as described in Example 3--4.0 g.) was stirred with acetic anhydride (40 ml.) on a steam-bath for 10 hours. The reaction mixture was cooled to room temperature, poured into water (400 ml.) and stirred for 3 hours, and the oil which separated was extracted into diethyl ether. The extract was dried and the solvent was evaporated to leave an oil, which was purified by column chromatography on "Kieselgel 60" (trade mark) silica, ...